Dataset: the Open Reaction Database (ORD), a public repository of structured organic reaction records. Task: describe an organic reaction: reactants, conditions, products, and yield The reactants are I(=O)(=O)(=O)[O-].[Na+] (Sodium metaperiodate), OC(CCC1SCC(N1CCCCCCC(=O)O)=O)CCCCC (7-[2-(3-hydroxyoctyl)-4-oxo-3-thiazolidinyl]heptanoic acid), C(Cl)(Cl)Cl (chloroform). Solvent: CO.O (methanol water). Reaction conditions: time 16 hour. The product is OC(CCC1S(CC(N1CCCCCCC(=O)O)=O)=O)CCCCC (7-[2-(3-Hydroxyoctyl)-1,4-dioxo-3-thiazolidinyl]heptanoic Acid). Yield: 58.1%. As a reaction SMILES: I([O-])(=O)(=O)=[O:2].[Na+].[OH:7][CH:8]([CH2:26][CH2:27][CH2:28][CH2:29][CH3:30])[CH2:9][CH2:10][CH:11]1[N:15]([CH2:16][CH2:17][CH2:18][CH2:19][CH2:20][CH2:21][C:22]([OH:24])=[O:23])[C:14](=[O:25])[CH2:13][S:12]1.C(Cl)(Cl)Cl>CO.O>[OH:7][CH:8]([CH2:26][CH2:27][CH2:28][CH2:29][CH3:30])[CH2:9][CH2:10][CH:11]1[N:15]([CH2:16][CH2:17][CH2:18][CH2:19][CH2:20][CH2:21][C:22]([OH:24])=[O:23])[C:14](=[O:25])[CH2:13][S:12]1=[O:2] |f:0.1,4.5|. Reported procedure: Sodium metaperiodate (749 mg., 3.5 millimole) is added to a turbid solution of 7-[2-(3-hydroxyoctyl)-4-oxo-3-thiazolidinyl]heptanoic acid (1.24 g., 3.44 millimole) in methanol-water (5:4; v:v; 18 ml.) cooled in an ice bath (0° to 5° C.). After removing the cooling bath, the reaction mixture is stirred at ambient temperature for 16 hours. Precipitated solid is removed by filtration. The filtrate is diluted with cold water and extracted twice with chloroform. The combined organic extract is washed... Reactants: FC(OC1=CC=C(C=O)C=C1)(F)F (4-trifluoromethoxybenzaldehyde), O.NN (hydrazine monohydrate), O.NN (hydrazine monohydrate), ClC1=CC(=NC(=N1)C1=CC=CC=C1)NC1=CC=C(C=C1)Cl (6-chloro-N-(4-chlorophenyl)-2-phenylpyrimidin-4-amine), O.NN (hydrazine monohydrate), O (water), O.NN (hydrazine monohydrate), O.NN (hydrazine monohydrate). The reagents and catalysts are C(C)(=O)O (acetic acid). Run in C(C)O (ethanol), C(Cl)(Cl)Cl (chloroform), O1CCOCC1 (1,4-dioxane), C(C)O (ethanol). Run at time 1 hour. The product is ClC1=CC=C(C=C1)NC1=NC(=NC(=C1)NN=CC1=CC=C(C=C1)OC(F)(F)F)C1=CC=CC=C1 (N-(4-chlorophenyl)-2-phenyl-6-(2-(4-(trifluoromethoxy)benzylidene)hydrazinyl)pyrimidin-4-amine). Reaction SMILES: Cl[C:2]1[N:7]=[C:6]([C:8]2[CH:13]=[CH:12][CH:11]=[CH:10][CH:9]=2)[N:5]=[C:4]([NH:14][C:15]2[CH:20]=[CH:19][C:18]([Cl:21])=[CH:17][CH:16]=2)[CH:3]=1.O.[NH2:23][NH2:24].[F:25][C:26]([F:37])([F:36])[O:27][C:28]1[CH:35]=[CH:34][C:31]([CH:32]=O)=[CH:30][CH:29]=1.O>O1CCOCC1.C(O)C.C(O)(=O)C.C(Cl)(Cl)Cl>[Cl:21][C:18]1[CH:19]=[CH:20][C:15]([NH:14][C:4]2[CH:3]=[C:2]([NH:23][N:24]=[CH:32][C:31]3[CH:34]=[CH:35][C:28]([O:27][C:26]([F:37])([F:36])[F:25])=[CH:29][CH:30]=3)[N:7]=[C:6]([C:8]3[CH:13]=[CH:12][CH:11]=[CH:10][CH:9]=3)[N:5]=2)=[CH:16][CH:17]=1 |f:1.2|. Procedure details: A solution of 6-chloro-N-(4-chlorophenyl)-2-phenylpyrimidin-4-amine (XXIII) (161.87 mg, 0.51 mmol) in 1,4-dioxane (5 mL) was treated with hydrazine monohydrate (120 uL, 2.47 mmol) and stirred at room temperature for 1 hour. The reaction was then stirred at 40° C. for 135 minutes and treated with additional hydrazine monohydrate (300 uL, 6.18 mmol). Stirred with heat for 30 minutes and treated with additional hydrazine monohydrate (700 uL, 14.43 mmol). Stirred with heat for 30 minutes and treated... The reactants are ClC1=C(C=CC(=C1)Cl)C1=NC(=NC=C1N1C=NC=C1)CCN (4-(2,4-dichlorophenyl)-5-imidazol-1-ylpyrimidin-2-ylethylamine), ClC1=CC=C(C(=N1)N(C)C)[N+](=O)[O-] (6-chloro-2-dimethylamino-3-nitro pyridine), ClC1=C(C=CC(=C1)Cl)C1=NC(=NC=C1C=1NC=CN1)NCCNC1=NC(=C(C=C1)[N+](=O)[O-])OC ([4-(2,4-dichlorophenyl)-5-imidazol-2-ylpyrimidin-2-yl]{2-[(6-methoxy-5-nitro(2-pyridyl))amino]-ethyl}amine). The product is ClC1=C(C=CC(=C1)Cl)C1=NC(=NC=C1C=1NC=CN1)NCCNC1=CC=C(C(=N1)N(C)C)[N+](=O)[O-] ({6-[(2-{[4-(2,4-dichlorophenyl)-5-imidazolylpyrimidin-2-yl]amino}ethyl)amino]-3-nitro(2-pyridyl)}dimethylamine). Reaction SMILES: ClC1C=C(Cl)C=CC=1C1C(N2C=CN=C2)=CN=C(CCN)N=1.Cl[C:24]1[N:29]=[C:28]([N:30]([CH3:32])[CH3:31])[C:27]([N+:33]([O-:35])=[O:34])=[CH:26][CH:25]=1.[Cl:36][C:37]1[CH:42]=[C:41]([Cl:43])[CH:40]=[CH:39][C:38]=1[C:44]1[C:49]([C:50]2[NH:51][CH:52]=[CH:53][N:54]=2)=[CH:48][N:47]=[C:46]([NH:55][CH2:56][CH2:57][NH:58]C2C=CC([N+]([O-])=O)=C(OC)N=2)[N:45]=1>>[Cl:36][C:37]1[CH:42]=[C:41]([Cl:43])[CH:40]=[CH:39][C:38]=1[C:44]1[C:49]([C:50]2[NH:54][CH:53]=[CH:52][N:51]=2)=[CH:48][N:47]=[C:46]([NH:55][CH2:56][CH2:57][NH:58][C:24]2[N:29]=[C:28]([N:30]([CH3:32])[CH3:31])[C:27]([N+:33]([O-:35])=[O:34])=[CH:26][CH:25]=2)[N:45]=1. Procedure details: {6-[(2-{[4-(2,4-dichlorophenyl)-5-imidazolylpyrimidin-2-yl]amino}ethyl)amino]-3-nitro(2-pyridyl)}dimethylamine was prepared from [4-(2,4-dichlorophenyl)-5-imidazol-1-ylpyrimidin-2-ylethylamine and 6-chloro-2-dimethylamino-3-nitro pyridine in accordance with the procedure described above for the preparation of [4-(2,4-dichlorophenyl)-5-imidazol-2-ylpyrimidin-2-yl]{2-[(6-methoxy-5-nitro(2-pyridyl))amino]-ethyl}amine. Starting materials: C(C)(C)NCC=1C=C(C(=O)NC=2SC3=C(C2C(=O)NC2=CC=C(C=C2)CCCC2=CC=C(C(=O)OC)C=C2)CCCC3)C=CC1 (methyl 4-{3-[4-({[2-({3-[(isopropylamino)methyl]benzoyl}amino)-4,5,6,7-tetrahydro-1-benzothiophen-3-yl]carbonyl}amino)phenyl]propyl}benzoate), COC(=O)C1=CC=CC(=N1)C(=O)O (6-(methoxycarbonyl)pyridine-2-carboxylic acid). Yields the product C(C)(C)N(C(=O)C1=CC=CC(=N1)C(=O)OC)CC1=CC(=CC=C1)C(NC=1SC2=C(C1C(NC1=CC=C(C=C1)CCCC1=CC=C(C=C1)C(=O)OC)=O)CCCC2)=O (methyl 6-{isopropyl[3-({3-[(4-{3-[4-(methoxycarbonyl)phenyl]propyl}phenyl)carbamoyl]-4,5,6,7-tetrahydro-1-benzothiophen-2-yl}carbamoyl)benzyl]carbamoyl}pyridine-2-carboxylate). The yield is 78.6%. Reaction SMILES: [CH:1]([NH:4][CH2:5][C:6]1[CH:7]=[C:8]([CH:43]=[CH:44][CH:45]=1)[C:9]([NH:11][C:12]1[S:13][C:14]2[CH2:42][CH2:41][CH2:40][CH2:39][C:15]=2[C:16]=1[C:17]([NH:19][C:20]1[CH:25]=[CH:24][C:23]([CH2:26][CH2:27][CH2:28][C:29]2[CH:38]=[CH:37][C:32]([C:33]([O:35][CH3:36])=[O:34])=[CH:31][CH:30]=2)=[CH:22][CH:21]=1)=[O:18])=[O:10])([CH3:3])[CH3:2].[CH3:46][O:47][C:48]([C:50]1[N:55]=[C:54]([C:56](O)=[O:57])[CH:53]=[CH:52][CH:51]=1)=[O:49]>>[CH:1]([N:4]([CH2:5][C:6]1[CH:45]=[CH:44][CH:43]=[C:8]([C:9](=[O:10])[NH:11][C:12]2[S:13][C:14]3[CH2:42][CH2:41][CH2:40][CH2:39][C:15]=3[C:16]=2[C:17](=[O:18])[NH:19][C:20]2[CH:25]=[CH:24][C:23]([CH2:26][CH2:27][CH2:28][C:29]3[CH:30]=[CH:31][C:32]([C:33]([O:35][CH3:36])=[O:34])=[CH:37][CH:38]=3)=[CH:22][CH:21]=2)[CH:7]=1)[C:56]([C:54]1[N:55]=[C:50]([C:48]([O:47][CH3:46])=[O:49])[CH:51]=[CH:52][CH:53]=1)=[O:57])([CH3:3])[CH3:2]. Procedure details: By using 116 mg of methyl 4-{3-[4-({[2-({3-[(isopropylamino)methyl]benzoyl}amino)-4,5,6,7-tetrahydro-1-benzothiophen-3-yl]carbonyl}amino)phenyl]propyl}benzoate and 50 mg of 6-(methoxycarbonyl)pyridine-2-carboxylic acid as starting materials, the reaction similar to Preparation Example 33 was performed, thereby obtaining 115 mg of methyl 6-{isopropyl[3-({3-[(4-{3-[4-(methoxycarbonyl)phenyl]propyl}phenyl)carbamoyl]-4,5,6,7-tetrahydro-1-benzothiophen-2-yl}carbamoyl)benzyl]carbamoyl}pyridine-2-carbo... The reactants are B, CCO, O=C1Nc2ccccc2N(C(=O)C2CC2)c2cscc21, Cl, C1CCOC1. Yields the product O=C(C1CC1)N1c2cscc2CNc2ccccc21, Cl. As a reaction SMILES: [BH3:21].[CH3:23][CH2:24][OH:25].[CH:1]1([C:4](=[O:5])[N:6]2[c:7]3[c:8]([cH:18][s:19][cH:20]3)[C:9](=[O:17])[NH:10][c:11]3[c:12]2[cH:13][cH:14][cH:15][cH:16]3)[CH2:2][CH2:3]1.[ClH:22].[O:26]1[CH2:27][CH2:28][CH2:29][CH2:30]1>>[CH:1]1([C:4](=[O:5])[N:6]2[c:7]3[c:8]([cH:18][s:19][cH:20]3)[CH2:9][NH:10][c:11]3[c:12]2[cH:13][cH:14][cH:15][cH:16]3)[CH2:2][CH2:3]1.[ClH:22].